describe an organic reaction: reactants, conditions, products, and yield From a dataset of the Open Reaction Database (ORD), a public repository of structured organic reaction records. Reactants: C(C)C1N(CCCC1)C(=O)OC(C)(C)C (ethyl 1-tert-butoxycarbonylpiperidine), FC(CI)(F)F (2,2,2-trifluoroethyl iodide). Solvent: C1CCOC1 (THF), C1CCOC1 (THF). Reaction conditions: temperature -10 celsius, time 30 minute. The product is C(C)OC(=O)C1(CCN(CC1)C(=O)OC(C)(C)C)CC(F)(F)F (4-(2,2,2-Trifluoro-ethyl)-piperidine-1,4-dicarboxylic acid 1-tert-butyl ester 4-ethyl ester). As a reaction SMILES: C([CH:3]1[CH2:8][CH2:7][CH2:6][CH2:5][N:4]1[C:9]([O:11][C:12]([CH3:15])([CH3:14])[CH3:13])=[O:10])C.[F:16][C:17]([F:21])([F:20])[CH2:18]I>C1COCC1>[CH2:12]([O:11][C:9]([C:7]1([CH2:18][C:17]([F:21])([F:20])[F:16])[CH2:8][CH2:3][N:4]([C:9]([O:11][C:12]([CH3:13])([CH3:14])[CH3:15])=[O:10])[CH2:5][CH2:6]1)=[O:10])[CH3:13]. Procedure details: Under a argon atmosphere a vacuum dried 750 mL four necked flask (with mechanical stirrer) was charged with 6.6 mL diisopropylamine and 100 mL THF. The solution was cooled to −5° C./−10° C. 29.1 mL of 1.6M n-butyllithium in hexane was added over a period of 20 min. The light yellow solution was stirred for 30 min at −5°/−10° C. and afterwards cooled to −75° C. A solution of 10 g (38.8 mmol) ethyl 1-tert-butoxycarbonylpiperidine in 75 mL THF was added over a period of 50 min. The yellow solution ... The reactants are BrC1=CC=CC(=N1)C1=NC(=CC=C1)C1=C(C(=CC=C1)OC)O (6-bromo-6′-(2-hydroxy-3-methoxyphenyl)-2,2′-bipyridine), CC=1C(=C(C=CC1C)B(O)O)O (3,4-dimethyl-2-hydroxyphenylboronic acid). The product is CC=1C(=C(C=CC1C)C1=CC=CC(=N1)C1=NC(=CC=C1)C1=C(C(=CC=C1)OC)O)O (6-(3,4-Dimethyl-2-hydroxyphenyl)-6′-(2-hydroxy-3-methoxyphenyl)-2,2′-bipyridine). Isolated yield 11.0%. Reaction SMILES: Br[C:2]1[N:7]=[C:6]([C:8]2[CH:13]=[CH:12][CH:11]=[C:10]([C:14]3[CH:19]=[CH:18][CH:17]=[C:16]([O:20][CH3:21])[C:15]=3[OH:22])[N:9]=2)[CH:5]=[CH:4][CH:3]=1.[CH3:23][C:24]1[C:25]([OH:34])=[C:26](B(O)O)[CH:27]=[CH:28][C:29]=1[CH3:30]>>[CH3:23][C:24]1[C:25]([OH:34])=[C:26]([C:2]2[N:7]=[C:6]([C:8]3[CH:13]=[CH:12][CH:11]=[C:10]([C:14]4[CH:19]=[CH:18][CH:17]=[C:16]([O:20][CH3:21])[C:15]=4[OH:22])[N:9]=3)[CH:5]=[CH:4][CH:3]=2)[CH:27]=[CH:28][C:29]=1[CH3:30]. Procedure: 6-(3,4-Dimethyl-2-hydroxyphenyl)-6′-(2-hydroxy-3-methoxyphenyl)-2,2′-bipyridine was prepared from 6-bromo-6′-(2-hydroxy-3-methoxyphenyl)-2,2′-bipyridine and 3,4-dimethyl-2-hydroxyphenylboronic acid in 11% yield using method F; δH [2H6]-DMSO 13.32,(1H, s), 8.38-8.22,(4H, m), 8.14,(1H, d), 8.10,(1H, d), 7.88,(1H, d), 7.72,(1H, d), 7.10,(1H, d), 6.94,(1H, t), 6.82,(1H, d), 3.84,(3H, s), 2.31,(3H, s), 2.20,(3H, s); MS 339 (MH)+; HPLC retention time (system 1) 4.39 minutes. The product is Cn1cc(C(=O)O)c(=O)c2cc3cc(F)c(N4CCNC(c5ccc(OCCO)cc5)C4)cc3nc21. As a reaction SMILES: [CH3:39][S:40](=[O:41])[CH3:42].[F:1][c:2]1[cH:3][c:4]2[c:5]([n:6][c:7]3[n:8]([CH3:18])[cH:9][c:10]([C:15](=[O:16])[OH:17])[c:11](=[O:14])[c:12]3[cH:13]2)[cH:19][c:20]1[F:21].[OH2:38].[OH:22][CH2:23][CH2:24][O:25][c:26]1[cH:27][cH:28][c:29]([CH:32]2[NH:33][CH2:34][CH2:35][NH:36][CH2:37]2)[cH:30][cH:31]1>>[F:1][c:2]1[cH:3][c:4]2[c:5]([n:6][c:7]3[n:8]([CH3:18])[cH:9][c:10]([C:15](=[O:16])[OH:17])[c:11](=[O:14])[c:12]3[cH:13]2)[cH:19][c:20]1[N:36]1[CH2:35][CH2:34][NH:33][CH:32]([c:29]2[cH:28][cH:27][c:26]([O:25][CH2:24][CH2:23][OH:22])[cH:31][cH:30]2)[CH2:37]1. Reactants: CS(C)=O, Cn1cc(C(=O)O)c(=O)c2cc3cc(F)c(F)cc3nc21, O, OCCOc1ccc(C2CNCCN2)cc1. Reactants: O=C([O-])O, C1CCOC1, [Na+], Cc1ccc(S(=O)(=O)C(NC=O)c2ccc3c(c2)OCO3)cc1, O=P(Cl)(Cl)Cl, Cc1cccc(C)n1. Yields the product [C-]#[N+]C(c1ccc2c(c1)OCO2)S(=O)(=O)c1ccc(C)cc1. As a reaction SMILES: [C:37](=[O:38])([O-:39])[OH:40].[CH2:42]1[O:43][CH2:44][CH2:45][CH2:46]1.[Na+:41].[O:1]1[CH2:2][O:3][c:4]2[c:5]1[cH:6][cH:7][c:8]([CH:10]([NH:11][CH:12]=[O:13])[S:14](=[O:15])(=[O:16])[c:17]1[cH:18][cH:19][c:20]([CH3:23])[cH:21][cH:22]1)[cH:9]2.[P:24]([Cl:25])([Cl:26])([Cl:27])=[O:28].[n:29]1[c:30]([CH3:31])[cH:32][cH:33][cH:34][c:35]1[CH3:36]>>[O:1]1[CH2:2][O:3][c:4]2[c:5]1[cH:6][cH:7][c:8]([CH:10]([N+:11]#[C-:12])[S:14](=[O:15])(=[O:16])[c:17]1[cH:18][cH:19][c:20]([CH3:23])[cH:21][cH:22]1)[cH:9]2. The reactants are O=C([O-])O, CON=C(C[N+](=O)[O-])c1ccccc1O, [Na+], O. The product is CON=C1C(=NO)Oc2ccccc21. Reaction SMILES: [C:16](=[O:17])([OH:18])[O-:19].[CH3:1][O:2][N:3]=[C:4]([CH2:5][N+:6](=[O:7])[O-:8])[c:9]1[c:10]([OH:15])[cH:11][cH:12][cH:13][cH:14]1.[Na+:20].[OH2:21]>>[CH3:1][O:2][N:3]=[C:4]1[C:5](=[N:6][OH:7])[O:15][c:10]2[c:9]1[cH:14][cH:13][cH:12][cH:11]2. The reactants are CCN=C=NCCCN(C)C.Cl (EDCI hydrochloride), FC(OC=1C(=C(C=CC1)/C=C/C=1N=C2SC=CN2C1C(=O)O)OCC(C)(C)C)F (6-{(E)-2-[3-(Difluoromethoxy)-2-(2,2-dimethylpropoxy)phenyl]vinyl}imidazo[2,1-b][1,3]thiazole-5-carboxylic acid), C(C)(C)C=1N=C(SC1)N (4-(isopropyl)-1,3-thiazol-2-amine). The reagents and catalysts are CN(C)C=1C=CN=CC1 (DMAP). The solvent is C1CCOC1 (THF), CN(C)C=O (DMF). Product: CC(COC1=C(C=CC=C1OC(F)F)/C=C/C=1N=C2SC=CN2C1C(=O)NC=1SC=C(N1)C(C)C)(C)C (6-{(E)-2-[2-(2,2-Dimethylpropoxy)-3-(difluoromethoxy)phenyl]vinyl}-N-(4-isopropyl-1,3-thiazol-2-yl)imidazo[2,1-b][1,3]thiazole-5-carboxamide), product. As a reaction SMILES: [F:1][CH:2]([F:29])[O:3][C:4]1[C:5]([O:23][CH2:24][C:25]([CH3:28])([CH3:27])[CH3:26])=[C:6](/[CH:10]=[CH:11]/[C:12]2[N:13]=[C:14]3[N:18]([C:19]=2[C:20](O)=[O:21])[CH:17]=[CH:16][S:15]3)[CH:7]=[CH:8][CH:9]=1.[CH:30]([C:33]1[N:34]=[C:35]([NH2:38])[S:36][CH:37]=1)([CH3:32])[CH3:31].CCN=C=NCCCN(C)C.Cl>CN(C1C=CN=CC=1)C.C1COCC1.CN(C=O)C>[CH3:27][C:25]([CH3:28])([CH3:26])[CH2:24][O:23][C:5]1[C:4]([O:3][CH:2]([F:29])[F:1])=[CH:9][CH:8]=[CH:7][C:6]=1/[CH:10]=[CH:11]/[C:12]1[N:13]=[C:14]2[N:18]([C:19]=1[C:20]([NH:38][C:35]1[S:36][CH:37]=[C:33]([CH:30]([CH3:32])[CH3:31])[N:34]=1)=[O:21])[CH:17]=[CH:16][S:15]2 |f:2.3|. Procedure: The title compound was prepared according to the general procedure (Method B) by coupling Intermediate 7A (100 mg, 0.236 mmol) with 4-(isopropyl)-1,3-thiazol-2-amine (41 mg, 0.260 mmol) in the presence of EDCI hydrochloride (90 mg, 0.472 mmol) and DMAP (26 mg, 0.236 mmol) in a mixture of THF and DMF (1:1, 4 mL) to give 60 mg of the product as an off-white solid; 1H NMR (300 MHz, DMSO-d6) δ 1.07 (s, 9H), 1.26 (d, J=6.9 Hz, 6H), 2.92-2.98 (m, 1H), 3.57 (s, 2H), 6.64 (s, 1H), 7.18 (t, J=74.7 Hz, 1H... The reactants are C(C)(=O)OCC (ethyl acetate), Cl.ClC=1C=C2C=CC(=NC2=CC1)N1CCNCC1 (6-chloro-2-piperazin-1-yl-quinoline hydrochloride), C1(CC1)COC1=C(C(=O)O)C=C(C=C1)S(=O)(=O)C (2-cyclopropylmethoxy-5-methanesulfonyl-benzoic acid). Run in C(C)#N (acetonitrile). Product: ClC=1C=C2C=CC(=NC2=CC1)N1CCN(CC1)C(=O)C1=C(C=CC(=C1)S(=O)(=O)C)OCC1CC1 ([4-(6-Chloro-quinolin-2-yl)-piperazin-1-yl]-(2-cyclopropylmethoxy-5-methanesulfonyl -phenyl)-methanone). RXN SMILES: Cl.[Cl:2][C:3]1[CH:4]=[C:5]2[C:10](=[CH:11][CH:12]=1)[N:9]=[C:8]([N:13]1[CH2:18][CH2:17][NH:16][CH2:15][CH2:14]1)[CH:7]=[CH:6]2.[CH:19]1([CH2:22][O:23][C:24]2[CH:32]=[CH:31][C:30]([S:33]([CH3:36])(=[O:35])=[O:34])=[CH:29][C:25]=2[C:26](O)=[O:27])[CH2:21][CH2:20]1.C(OCC)(=O)C>C(#N)C>[Cl:2][C:3]1[CH:4]=[C:5]2[C:10](=[CH:11][CH:12]=1)[N:9]=[C:8]([N:13]1[CH2:14][CH2:15][N:16]([C:26]([C:25]3[CH:29]=[C:30]([S:33]([CH3:36])(=[O:35])=[O:34])[CH:31]=[CH:32][C:24]=3[O:23][CH2:22][CH:19]3[CH2:21][CH2:20]3)=[O:27])[CH2:17][CH2:18]1)[CH:7]=[CH:6]2 |f:0.1|. Reported procedure: Prepared in analogy to example 1.1 b) from 6-chloro-2-piperazin-1-yl-quinoline hydrochloride (Example 1.20b) and 2-cyclopropylmethoxy-5-methanesulfonyl-benzoic acid (Example 2.6) in acetonitrile. Chromatography (SiO2; ethyl acetate) yields the title compound as a colorless solid. MS (m/e): 500.3 (M+H+; 100%) Reactants: CO, CC(C)N(c1nc2ccccc2s1)C1CCNCC1, [H][H], O=C1CCCC1. Yields the product CC(C)N(c1nc2ccccc2s1)C1CCN(C2CCCC2)CC1. As a reaction SMILES: [CH3:28][OH:29].[CH3:7][CH:8]([CH3:9])[N:10]([c:11]1[s:12][c:13]2[c:14]([n:15]1)[cH:16][cH:17][cH:18][cH:19]2)[CH:20]1[CH2:21][CH2:22][NH:23][CH2:24][CH2:25]1.[H:26][H:27].[O:1]=[C:2]1[CH2:3][CH2:4][CH2:5][CH2:6]1>>[CH:2]1([N:23]2[CH2:22][CH2:21][CH:20]([N:10]([CH:8]([CH3:7])[CH3:9])[c:11]3[s:12][c:13]4[c:14]([n:15]3)[cH:16][cH:17][cH:18][cH:19]4)[CH2:25][CH2:24]2)[CH2:3][CH2:4][CH2:5][CH2:6]1. The reactants are C1CCCN2CC3=C(C(C12)=O)C=CC=C3 (1,3,4,11a-Tetrahydro-2H-benzo[b]quinolizin-11(6H)-one), CN (methylamine), oil. Reagents/catalysts: Cl[Ti](Cl)(Cl)Cl (TiCl4). Solvent: C(Cl)Cl (CH2Cl2). Run at time 10 hour. Product: CN=C1C2=C(CN3CCCCC13)C=CC=C2 (1,3,4,11a-tetrahydro-2H-benzo[b]quinolizin-11(6H)one N-methylimine). Reaction SMILES: [CH2:1]1[CH:10]2[N:5]([CH2:6][C:7]3[CH:15]=[CH:14][CH:13]=[CH:12][C:8]=3[C:9]2=O)[CH2:4][CH2:3][CH2:2]1.[CH3:16][NH2:17]>C(Cl)Cl.Cl[Ti](Cl)(Cl)Cl>[CH3:16][N:17]=[C:9]1[CH:10]2[N:5]([CH2:4][CH2:3][CH2:2][CH2:1]2)[CH2:6][C:7]2[CH:15]=[CH:14][CH:13]=[CH:12][C:8]1=2. Procedure details: A solution of the ketone of example 5 (1.10 g, 5.47 mmol) in CH2Cl2 (20 mL) was added to methylamine (5 mL) followed by the addition of TiCl4 (2.74 mmol, 2.74 mL of 1.0 M solution in toluene). The mixture was stirred at room temperature for 10 h. It was filtered through a pad of diatomaceous earth (sold under the brand name CELITE) and rinsed with CH2Cl2. The filtrate was concentrated in vacuo to give a mixture of red solid and oil (1.29 g, 100%) which was directly used for the next step without... The reactants are C(C1=CC=CC=C1)OC=1C=CC=2C3=C(C=NC2C1)N=C(N3CCCCNC(OC(C)(C)C)=O)COCC (tert-butyl 4-[7-(benzyloxy)-2-(ethoxymethyl)-1H-imidazo[4,5-c]quinolin-1-yl]butylcarbamate), Cl (hydrochloric acid). Run in C(C)O (ethanol). Product: Cl.Cl.C(C1=CC=CC=C1)OC=1C=CC=2C3=C(C=NC2C1)N=C(N3CCCCN)COCC (4-[7-(benzyloxy)-2-(ethoxymethyl)-1H-imidazo[4,5-c]quinolin-1-yl]butan-1-amine dihydrochloride). Reaction SMILES: [CH2:1]([O:8][C:9]1[CH:10]=[CH:11][C:12]2[C:13]3[N:21]([CH2:22][CH2:23][CH2:24][CH2:25][NH:26]C(=O)OC(C)(C)C)[C:20]([CH2:34][O:35][CH2:36][CH3:37])=[N:19][C:14]=3[CH:15]=[N:16][C:17]=2[CH:18]=1)[C:2]1[CH:7]=[CH:6][CH:5]=[CH:4][CH:3]=1.[ClH:38]>C(O)C>[ClH:38].[ClH:38].[CH2:1]([O:8][C:9]1[CH:10]=[CH:11][C:12]2[C:13]3[N:21]([CH2:22][CH2:23][CH2:24][CH2:25][NH2:26])[C:20]([CH2:34][O:35][CH2:36][CH3:37])=[N:19][C:14]=3[CH:15]=[N:16][C:17]=2[CH:18]=1)[C:2]1[CH:7]=[CH:6][CH:5]=[CH:4][CH:3]=1 |f:3.4.5|. Reported procedure: A solution of tert-butyl 4-[7-(benzyloxy)-2-(ethoxymethyl)-1H-imidazo[4,5-c]quinolin-1-yl]butylcarbamate (prepared as described in Parts A-C of Example 397, 21.0 g, 41.6 mmol) and concentrated hydrochloric acid (13 mL) in ethanol (100 mL) was heated at reflux for 1 hour. The solution was allowed to cool to room temperature and a precipitate formed that was isolated by filtration to yield 12.10 g of 4-[7-(benzyloxy)-2-(ethoxymethyl)-1H-imidazo[4,5-c]quinolin-1-yl]butan-1-amine dihydrochloride as ...